This data is from the Open Reaction Database (ORD), a public repository of structured organic reaction records. The task is: describe an organic reaction: reactants, conditions, products, and yield Starting materials: C1CCOC1, CCOC(C)=O, [Na+], [OH-], COc1c(C)c2c(c(OCC[Si](C)(C)C)c1CC=C(C)CP(=O)(Oc1ccccc1)Oc1ccccc1)C(=O)OC2. Product: COc1c(C)c2c(c(OCC[Si](C)(C)C)c1CC=C(C)CP(=O)(O)Oc1ccccc1)C(=O)OC2. RXN SMILES: [CH2:50]1[O:51][CH2:52][CH2:53][CH2:54]1.[CH3:44][CH2:45][O:46][C:47]([CH3:48])=[O:49].[Na+:43].[OH-:42].[c:1]1([O:7][P:8]([O:9][c:10]2[cH:11][cH:12][cH:13][cH:14][cH:15]2)(=[O:16])[CH2:17][C:18](=[CH:19][CH2:20][c:21]2[c:22]([O:34][CH2:35][CH2:36][Si:37]([CH3:38])([CH3:39])[CH3:40])[c:23]3[c:27]([c:28]([CH3:32])[c:29]2[O:30][CH3:31])[CH2:26][O:25][C:24]3=[O:33])[CH3:41])[cH:2][cH:3][cH:4][cH:5][cH:6]1>>[c:1]1([O:7][P:8](=[O:9])([OH:16])[CH2:17][C:18](=[CH:19][CH2:20][c:21]2[c:22]([O:34][CH2:35][CH2:36][Si:37]([CH3:38])([CH3:39])[CH3:40])[c:23]3[c:27]([c:28]([CH3:32])[c:29]2[O:30][CH3:31])[CH2:26][O:25][C:24]3=[O:33])[CH3:41])[cH:2][cH:3][cH:4][cH:5][cH:6]1. Reactants: COC=1C(=C2CC(C=CC2=CC1OC)C)C(C)C (6,7-dimethoxy-3-methyl-5-(1-methylethyl)-3,4-dihydronaphthalene), BrBr (bromine). Solvent: ClCCl (dichloromethane), ClCCl (dichloromethane). Conditions: temperature 55 celsius, time 15 minute. Yields the product BrC1=CC2=CC(=C(C(=C2CC1C)C(C)C)OC)OC (2-Bromo-6,7-dimethoxy-3-methyl-5-(1-methylethyl)-3,4-dihydronaphthalene). Isolated yield 91.0%. As a reaction SMILES: [CH3:1][O:2][C:3]1[C:4]([CH:16]([CH3:18])[CH3:17])=[C:5]2[C:10](=[CH:11][C:12]=1[O:13][CH3:14])[CH:9]=[CH:8][CH:7]([CH3:15])[CH2:6]2.[Br:19]Br>ClCCl>[Br:19][C:8]1[CH:7]([CH3:15])[CH2:6][C:5]2[C:10](=[CH:11][C:12]([O:13][CH3:14])=[C:3]([O:2][CH3:1])[C:4]=2[CH:16]([CH3:18])[CH3:17])[CH:9]=1. Procedure details: Compound 12 (3.00 g, 12.2 mmol) was dissolved in 20 mL of dichloromethane and bromine (1.95 g, 12.2 mmol) in 5 ml of dichloromethane was added dropwise with stirring over a period of 15 min. The solvent was evaporation and the residue was taken up in 15 ml of DMF. The DMF solution was warmed to 50-60° C. for 1 h. The reaction mixture was poured onto ice and stirred. The solid product was filtered, dried and recrystallized from a concentrated petroleum ether solution to give 3.60 g (11.1 mmol, 91... The reactants are O[C@@H](CN(NC([C@@H](NC(=O)OC)C(C)C)=O)CC1CCCCC1)[C@H](CC1=CC=CC=C1)NC([C@@H](NC(=O)OC)C(C)C)=O (1-[2(S)-hydroxy-3(S)-(N-(methoxycarbonyl)-(L)-valyl)amino-4-phenyl-butyl]-1-[cyclohexylmethyl]-2-[N-methoxycarbonyl-(L)-valyl]-hydrazine). Solvent: CO (methanol). Reaction SMILES: [OH:1][C@H:2]([C@@H:24]([NH:32][C:33](=[O:43])[C@H:34]([CH:40]([CH3:42])[CH3:41])[NH:35][C:36]([O:38][CH3:39])=[O:37])[CH2:25][C:26]1[CH:31]=[CH:30][CH:29]=[CH:28][CH:27]=1)[CH2:3][N:4]([CH2:17][CH:18]1[CH2:23][CH2:22][CH2:21][CH2:20][CH2:19]1)[NH:5][C:6](=[O:16])[C@H:7]([CH:13]([CH3:15])[CH3:14])[NH:8][C:9]([O:11][CH3:12])=[O:10]>CO>[OH:1][C@H:2]([C@@H:24]([NH:32][C:33](=[O:43])[C@H:34]([CH:40]([CH3:42])[CH3:41])[NH:35][C:36]([O:38][CH3:39])=[O:37])[CH2:25][CH:26]1[CH2:31][CH2:30][CH2:29][CH2:28][CH2:27]1)[CH2:3][N:4]([CH2:17][CH:18]1[CH2:19][CH2:20][CH2:21][CH2:22][CH2:23]1)[NH:5][C:6](=[O:16])[C@H:7]([CH:13]([CH3:14])[CH3:15])[NH:8][C:9]([O:11][CH3:12])=[O:10]. The reagents and catalysts are Nishimura catalyst. Product: O[C@@H](CN(NC([C@@H](NC(=O)OC)C(C)C)=O)CC1CCCCC1)[C@H](CC1CCCCC1)NC([C@@H](NC(=O)OC)C(C)C)=O (1-[2(S)-Hydroxy-3(S)-(N-(methoxycarbonyl)-(L)-valyl)amino-4-cyclohexyl-butyl]-1-[cyclohexylmethyl]-2-[N-methoxycarbonyl-(L)-valyl]-hydrazine). Procedure details: In the presence of 20 mg of Nishimura catalyst (Rh(III)- and Pt(VI)-oxide monohydrate, Degussa) 100 mg (0.165 mmol) of 1-[2(S)-hydroxy-3(S)-(N-(methoxycarbonyl)-(L)-valyl)amino-4-phenyl-butyl]-1-[cyclohexylmethyl]-2-[N-methoxycarbonyl-(L)-valyl]-hydrazine (Example 73a) in the form of a solution in 8 ml of methanol are hydrogenated under low pressure at RT. Removal of the catalyst by filtration through ®Celite and concentration of the filtrate by evaporation yields the title compound: FAB-MS (M+H... Starting materials: NCC(=O)N(C1=CC=CC=C1)CC(=O)N1C(CCCC1)C ((RS)-2-amino-N-[2-(2-methylpiperidino)-2-oxoethyl]-N-phenylacetamide), CC=1C=C(C=CC1)N=C=O (3-methylphenyl isocyanate). The product is CC1N(CCCC1)C(CN(C(CNC(=O)NC1=CC(=CC=C1)C)=O)C1=CC=CC=C1)=O ((RS)-N-[2-(2-methylpiperidino)-2-oxoethyl]-2-[3-(3-methylphenyl)ureido]-N-phenylacetamide). Yield: 37.8%. As a reaction SMILES: [NH2:1][CH2:2][C:3]([N:5]([CH2:12][C:13]([N:15]1[CH2:20][CH2:19][CH2:18][CH2:17][CH:16]1[CH3:21])=[O:14])[C:6]1[CH:11]=[CH:10][CH:9]=[CH:8][CH:7]=1)=[O:4].[CH3:22][C:23]1[CH:24]=[C:25]([N:29]=[C:30]=[O:31])[CH:26]=[CH:27][CH:28]=1>>[CH3:21][CH:16]1[CH2:17][CH2:18][CH2:19][CH2:20][N:15]1[C:13](=[O:14])[CH2:12][N:5]([C:6]1[CH:11]=[CH:10][CH:9]=[CH:8][CH:7]=1)[C:3](=[O:4])[CH2:2][NH:1][C:30]([NH:29][C:25]1[CH:26]=[CH:27][CH:28]=[C:23]([CH3:22])[CH:24]=1)=[O:31]. Procedure: The procedure is analogous to that described in Example 1, but 1.45 g of (RS)-2-amino-N-[2-(2-methylpiperidino)-2-oxoethyl]-N-phenylacetamide and 0.67 g of 3-methylphenyl isocyanate used as the starting material. After recrystallization from a mixture of ethanol and diisopropyl ether (50-50 by volume), 0.80 g of (RS)-N-[2-(2-methylpiperidino)-2-oxoethyl]-2-[3-(3-methylphenyl)ureido]-N-phenylacetamide melting at 188° C. is obtained. The reactants are NC=1C=CC(=C(C1)[C@]1(N=C(OCC1(F)F)N)C)F ((R)-4-(5-amino-2-fluoro-phenyl)-5,5-difluoro-4-methyl-5,6-dihydro-4H-[1,3]oxazin-2-ylamine), O1C=NC(=C1)C(=O)O (oxazole-4-carboxylic acid). The product is NC=1OCC([C@@](N1)(C)C=1C=C(C=CC1F)NC(=O)C=1N=COC1)(F)F (Oxazole-4-carboxylic acid [3-((R)-2-amino-5,5-difluoro-4-methyl-5,6-dihydro-4H-[1,3]oxazin-4-yl)-4-fluoro-phenyl]-amide). Reaction SMILES: [NH2:1][C:2]1[CH:3]=[CH:4][C:5]([F:18])=[C:6]([C@:8]2([CH3:17])[C:13]([F:15])([F:14])[CH2:12][O:11][C:10]([NH2:16])=[N:9]2)[CH:7]=1.[O:19]1[CH:23]=[C:22]([C:24](O)=[O:25])[N:21]=[CH:20]1>>[NH2:16][C:10]1[O:11][CH2:12][C:13]([F:14])([F:15])[C@:8]([C:6]2[CH:7]=[C:2]([NH:1][C:24]([C:22]3[N:21]=[CH:20][O:19][CH:23]=3)=[O:25])[CH:3]=[CH:4][C:5]=2[F:18])([CH3:17])[N:9]=1. Procedure: The condensation of (R)-4-(5-amino-2-fluoro-phenyl)-5,5-difluoro-4-methyl-5,6-dihydro-4H-[1,3]oxazin-2-ylamine (intermediate XI-1) and oxazole-4-carboxylic acid following procedure I yielded the title compound as a white solid. MS (ISP): m/z=353.3 [M−H]−. Reactants: CC(C(CN1CCC(CC1)CNC(OCC1=CC=CC=C1)=O)=O)(C)C (benzyl [1-(3,3-dimethyl-2-oxobutyl)piperidin-4-yl]methylcarbamate), C(C)(=O)O (acetic acid). The reagents and catalysts are [Pd] (palladium on carbon). Run in C(C)O (ethanol). Reaction conditions: time 23 hour. The product is NCC1CCN(CC1)CC(C(C)(C)C)=O (1-[4-(aminomethyl)piperidin-1-yl]-3,3-dimethylbutan-2-one). Yield: 45.9%. As a reaction SMILES: [CH3:1][C:2]([CH3:25])([CH3:24])[C:3](=[O:23])[CH2:4][N:5]1[CH2:10][CH2:9][CH:8]([CH2:11][NH:12]C(=O)OCC2C=CC=CC=2)[CH2:7][CH2:6]1.C(O)(=O)C>[Pd].C(O)C>[NH2:12][CH2:11][CH:8]1[CH2:7][CH2:6][N:5]([CH2:4][C:3](=[O:23])[C:2]([CH3:24])([CH3:1])[CH3:25])[CH2:10][CH2:9]1. Procedure: A mixture of benzyl [1-(3,3-dimethyl-2-oxobutyl)piperidin-4-yl]methylcarbamate (Step 1, 9.6 g, 27.7 mmol), 5% palladium on carbon (1.2 g) and acetic acid (4 mL) in ethanol (70 mL) was stirred at room temperature for 23 h under hydrogen atmosphere. Palladium on carbon was removed by filtration through a pad of Celite and the filtrate was concentrated. The residue was dissolved in ethyl acetate, washed with aqueous ammonia and extracted with ethyl acetate (5×50 mL). After dried over magnesium sulf...